Dataset: the Open Reaction Database (ORD), a public repository of structured organic reaction records. Task: describe an organic reaction: reactants, conditions, products, and yield Starting materials: C(CC(O)(C(=O)O)CC(=O)O)(=O)O (citric acid), COC1=CC=C(COC(CCSCC(CO)O)=O)C=C1 (6,7-dihydroxy-4-thiaheptanoic acid p-methoxybenzyl ester), CN(C)C1=NC=CC=C1 (dimethylaminopyridine), Example 2, C(CCCCCCCCCCCCCCC)(=O)Cl (palmitoyl chloride). RXN SMILES: [CH3:1][O:2][C:3]1[CH:20]=[CH:19][C:6]([CH2:7][O:8][C:9](=[O:18])[CH2:10][CH2:11][S:12][CH2:13][CH:14]([OH:17])[CH2:15][OH:16])=[CH:5][CH:4]=1.[C:21](Cl)(=[O:37])[CH2:22][CH2:23][CH2:24][CH2:25][CH2:26][CH2:27][CH2:28][CH2:29][CH2:30][CH2:31][CH2:32][CH2:33][CH2:34][CH2:35][CH3:36].CN([C:42]1[CH:47]=[CH:46][CH:45]=[CH:44]N=1)C.[C:48](O)(=O)[CH2:49][C:50]([CH2:55][C:56]([OH:58])=O)(C(O)=O)O>C(Cl)Cl.C(N(CC)CC)C>[CH3:1][O:2][C:3]1[CH:4]=[CH:5][C:6]([CH2:7][O:8][C:9](=[O:18])[CH2:10][CH2:11][S:12][CH2:13][CH:14]([O:17][C:56](=[O:58])[CH2:55][CH2:50][CH2:49][CH2:48][CH2:42][CH2:47][CH2:46][CH2:45][CH2:44][CH2:19][CH2:20][CH2:3][CH2:4][CH2:5][CH3:6])[CH2:15][O:16][C:21](=[O:37])[CH2:22][CH2:23][CH2:24][CH2:25][CH2:26][CH2:27][CH2:28][CH2:29][CH2:30][CH2:31][CH2:32][CH2:33][CH2:34][CH2:35][CH3:36])=[CH:19][CH:20]=1. Procedure details: To a solution of 6,7-dihydroxy-4-thiaheptanoic acid p-methoxybenzyl ester as obtained in Reference Example 2 (1.99 g) in methylene chloride (26 ml), triethylamine (4.6 ml), palmitoyl chloride (6.00 g) and dimethylaminopyridine (5 mg) were added at 0° C., followed by stirring at room temperature for 24 hours. After addition of 5% citric acid, the reaction mixture was extracted with methylene chloride. The extract was washed with a saturated aqueous solution of sodium hydrogen carbonate and satura... Reaction conditions: time 24 hour. Solvent: C(C)N(CC)CC (triethylamine), C(Cl)Cl (methylene chloride). The yield is 45.0%. Product: COC1=CC=C(COC(CCSCC(COC(CCCCCCCCCCCCCCC)=O)OC(CCCCCCCCCCCCCCC)=O)=O)C=C1 (6,7-bis(palmitoyloxy)-4-thiaheptanoic acid p-methoxybenzyl ester). Reactants: [Cl-].BrC(CO)CCBr (2,4-dibromobutanol chloride), NC1=CC(=C(NC1=O)C1=CC=C(C=C1)C1(CCC1)NC(OC(C)(C)C)=O)C1=CC=CC=C1 (tert-butyl 1-(4-(5-amino-6-oxo-3-phenyl-1,6-dihydropyridin-2-yl)phenyl)cyclobutylcarbamate), C([O-])(O)=O.[Na+] (sodium bicarbonate), C([O-])(O)=O.[Na+] (sodium bicarbonate), CCN(C(C)C)C(C)C (DIPEA). Solvent: C1CCOC1 (THF), C1CCOC1 (THF). As a reaction SMILES: [NH2:1][C:2]1[C:7](=[O:8])[NH:6][C:5]([C:9]2[CH:14]=[CH:13][C:12]([C:15]3([NH:19][C:20](=[O:26])[O:21][C:22]([CH3:25])([CH3:24])[CH3:23])[CH2:18][CH2:17][CH2:16]3)=[CH:11][CH:10]=2)=[C:4]([C:27]2[CH:32]=[CH:31][CH:30]=[CH:29][CH:28]=2)[CH:3]=1.CCN(C(C)C)C(C)C.[Cl-].Br[CH:44]([CH2:47][CH2:48]Br)[CH2:45][OH:46].C(=O)(O)[O-:51].[Na+]>C1COCC1>[OH:46][CH2:45][CH2:44][CH:47]1[O:8][C:7]2[N:6]=[C:5]([C:9]3[CH:10]=[CH:11][C:12]([C:15]4([NH:19][C:20](=[O:26])[O:21][C:22]([CH3:25])([CH3:24])[CH3:23])[CH2:18][CH2:17][CH2:16]4)=[CH:13][CH:14]=3)[C:4]([C:27]3[CH:32]=[CH:31][CH:30]=[CH:29][CH:28]=3)=[CH:3][C:2]=2[NH:1][C:48]1=[O:51].[C:27]1([C:4]2[C:5]([C:9]3[CH:10]=[CH:11][C:12]([C:15]4([NH:19][C:20](=[O:26])[O:21][C:22]([CH3:25])([CH3:24])[CH3:23])[CH2:18][CH2:17][CH2:16]4)=[CH:13][CH:14]=3)=[N:6][C:7]3[O:8][CH:44]4[CH2:47][CH2:48][O:46][C:45]4=[N:1][C:2]=3[CH:3]=2)[CH:32]=[CH:31][CH:30]=[CH:29][CH:28]=1 |f:2.3,4.5|. Run at time 20 hour. The product is OCCC1C(NC2=C(O1)N=C(C(=C2)C2=CC=CC=C2)C2=CC=C(C=C2)C2(CCC2)NC(OC(C)(C)C)=O)=O (tert-butyl 1-(4-(3-(2-hydroxyethyl)-2-oxo-7-phenyl-2,3-dihydro-1H-pyrido[2,3-b][1,4]oxazin-6-yl)phenyl)cyclobutylcarbamate), C1(=CC=CC=C1)C1=CC2=C(OC3C(=N2)OCC3)N=C1C1=CC=C(C=C1)C1(CCC1)NC(OC(C)(C)C)=O (tert-butyl 1-(4-(7-phenyl-3,3a-dihydro-2H-furo[2,3-e]pyrido[2,3-b][1,4]oxazin-6-yl)phenyl)cyclobutylcarbamate). Procedure details: In a 100 mL round bottom flask was added tert-butyl 1-(4-(5-amino-6-oxo-3-phenyl-1,6-dihydropyridin-2-yl)phenyl)cyclobutylcarbamate (0.5 g, 1.159 mmol) in THF (Volume: 25 ml) to give a red suspension followed with the addition of DIPEA (1.0 ml). 2,4-dibromobutanol chloride (0.735 g, 2.78 mmol) in THF (5 ml) was added in drop wise at 0 degree. The resulted mixture was stirred at room temperature for 20 hours. The reaction mixture was transferred to a 250 ml round bottom flask and sodium bicarbona...